From a dataset of the Open Reaction Database (ORD), a public repository of structured organic reaction records. describe an organic reaction: reactants, conditions, products, and yield Starting materials: CC(C)c1cnn(-c2c(Cl)cccc2Cl)c1CBr, Cc1cc(O)ccc1Br, O=C([O-])[O-], CN(C)C=O, [K+], [K+]. Reaction SMILES: [Br:10][CH2:11][c:12]1[c:13]([CH:25]([CH3:26])[CH3:27])[cH:14][n:15][n:16]1-[c:17]1[c:18]([Cl:24])[cH:19][cH:20][cH:21][c:22]1[Cl:23].[Br:1][c:2]1[c:3]([CH3:9])[cH:4][c:5]([OH:8])[cH:6][cH:7]1.[C:28](=[O:29])([O-:30])[O-:31].[CH3:34][N:35]([CH3:36])[CH:37]=[O:38].[K+:32].[K+:33]>>[Br:1][c:2]1[c:3]([CH3:9])[cH:4][c:5]([O:8][CH2:11][c:12]2[c:13]([CH:25]([CH3:26])[CH3:27])[cH:14][n:15][n:16]2-[c:17]2[c:18]([Cl:24])[cH:19][cH:20][cH:21][c:22]2[Cl:23])[cH:6][cH:7]1. Product: Cc1cc(OCc2c(C(C)C)cnn2-c2c(Cl)cccc2Cl)ccc1Br. The reactants are C(C1=CC=CC=C1)(=O)C=1C=C(C=NC1Cl)OC[C@H]1N(CC1)C(=O)OC(C)(C)C (5-benzoyl-6-chloro-3-(1-BOC-2-(S)-azetidinylmethoxy)pyridine), C(=O)(C(F)(F)F)O (TFA). Run in C(Cl)Cl (CH2Cl2). Reaction conditions: temperature 0 celsius, time 45 minute. Yields the product Cl.C(C1=CC=CC=C1)(=O)C=1C=C(C=NC1Cl)OC[C@H]1NCC1 (5-benzoyl-6-chloro-3-(2-(S)-azetidinylmethoxy)pyridine hydrochloride). RXN SMILES: [C:1]([C:9]1[CH:10]=[C:11]([O:16][CH2:17][C@@H:18]2[CH2:21][CH2:20][N:19]2C(OC(C)(C)C)=O)[CH:12]=[N:13][C:14]=1[Cl:15])(=[O:8])[C:2]1[CH:7]=[CH:6][CH:5]=[CH:4][CH:3]=1.C(O)(C(F)(F)F)=O>C(Cl)Cl>[ClH:15].[C:1]([C:9]1[CH:10]=[C:11]([O:16][CH2:17][C@@H:18]2[CH2:21][CH2:20][NH:19]2)[CH:12]=[N:13][C:14]=1[Cl:15])(=[O:8])[C:2]1[CH:3]=[CH:4][CH:5]=[CH:6][CH:7]=1 |f:3.4|. Procedure: 5-benzoyl-6-chloro-3-(1-BOC-2-(S)-azetidinylmethoxy)pyridine from step 107a is dissolved in CH2Cl2 (10 mL). The mixture is cooled to 0° C, TFA (10 mL) is added and the reaction is stirred for 45 minutes as it warms to room temperature. The mixture is concentrated in vacuo and taken up in a minimum amount of H2O. The aqueous mixture is basified with 15% NaOH and extracted with CH2Cl2 (200 mL), which is dried (MgSO4) and concentrated. The residue is chromatographed (silica gel) to afford the free ... The reactants are CCOC(=O)N=NC(=O)OCC, C1CCOC1, OCCCCC1CCN(C(c2ccc(F)cc2)c2ccc(F)cc2)CC1, O=C1NC(=O)c2ccccc21, c1ccc(P(c2ccccc2)c2ccccc2)cc1. The product is O=C1c2ccccc2C(=O)N1CCCCC1CCN(C(c2ccc(F)cc2)c2ccc(F)cc2)CC1. Reaction SMILES: [CH2:57]([O:58][C:59]([N:60]=[N:61][C:62]([O:63][CH2:64][CH3:65])=[O:66])=[O:67])[CH3:68].[CH2:69]1[O:70][CH2:71][CH2:72][CH2:73]1.[F:1][c:2]1[cH:3][cH:4][c:5]([CH:8]([N:9]2[CH2:10][CH2:11][CH:12]([CH2:15][CH2:16][CH2:17][CH2:18][OH:19])[CH2:13][CH2:14]2)[c:20]2[cH:21][cH:22][c:23]([F:26])[cH:24][cH:25]2)[cH:6][cH:7]1.[O:46]=[C:47]1[NH:48][C:49](=[O:50])[c:51]2[cH:52][cH:53][cH:54][cH:55][c:56]21.[c:27]1([P:28]([c:29]2[cH:30][cH:31][cH:32][cH:33][cH:34]2)[c:35]2[cH:36][cH:37][cH:38][cH:39][cH:40]2)[cH:41][cH:42][cH:43][cH:44][cH:45]1>>[F:1][c:2]1[cH:3][cH:4][c:5]([CH:8]([N:9]2[CH2:10][CH2:11][CH:12]([CH2:15][CH2:16][CH2:17][CH2:18][N:48]3[C:47](=[O:46])[c:56]4[c:51]([cH:52][cH:53][cH:54][cH:55]4)[C:49]3=[O:50])[CH2:13][CH2:14]2)[c:20]2[cH:21][cH:22][c:23]([F:26])[cH:24][cH:25]2)[cH:6][cH:7]1. Starting materials: Fc1ccc(-c2c3ccccc3c(-c3ccc(F)cc3)c3cc(Br)ccc23)cc1, CC(C)(C)P(C(C)(C)C)C(C)(C)C, CC(C)(C)[O-], Cc1ccccc1, [Na+], c1ccc(Nc2ccc3c(c2)c2ccccc2n3-c2ccccc2)cc1. Product: Fc1ccc(-c2c3ccccc3c(-c3ccc(F)cc3)c3cc(N(c4ccccc4)c4ccc5c(c4)c4ccccc4n5-c4ccccc4)ccc23)cc1. RXN SMILES: [Br:1][c:2]1[cH:3][c:4]2[c:5](-[c:23]3[cH:24][cH:25][c:26]([F:29])[cH:27][cH:28]3)[c:6]3[cH:7][cH:8][cH:9][cH:10][c:11]3[c:12](-[c:16]3[cH:17][cH:18][c:19]([F:22])[cH:20][cH:21]3)[c:13]2[cH:14][cH:15]1.[C:62]([P:63]([C:64]([CH3:65])([CH3:66])[CH3:67])[C:68]([CH3:69])([CH3:70])[CH3:71])([CH3:72])([CH3:73])[CH3:74].[CH3:56][C:57]([CH3:58])([O-:59])[CH3:60].[CH3:75][c:76]1[cH:77][cH:78][cH:79][cH:80][cH:81]1.[Na+:61].[c:30]1([NH:36][c:37]2[cH:38][cH:39][c:40]3[n:41](-[c:50]4[cH:51][cH:52][cH:53][cH:54][cH:55]4)[c:42]4[cH:43][cH:44][cH:45][cH:46][c:47]4[c:48]3[cH:49]2)[cH:31][cH:32][cH:33][cH:34][cH:35]1>>[c:2]1([N:36]([c:30]2[cH:31][cH:32][cH:33][cH:34][cH:35]2)[c:37]2[cH:38][cH:39][c:40]3[n:41](-[c:50]4[cH:51][cH:52][cH:53][cH:54][cH:55]4)[c:42]4[cH:43][cH:44][cH:45][cH:46][c:47]4[c:48]3[cH:49]2)[cH:3][c:4]2[c:5](-[c:23]3[cH:24][cH:25][c:26]([F:29])[cH:27][cH:28]3)[c:6]3[cH:7][cH:8][cH:9][cH:10][c:11]3[c:12](-[c:16]3[cH:17][cH:18][c:19]([F:22])[cH:20][cH:21]3)[c:13]2[cH:14][cH:15]1. The product is ClC=1C=C(C=CC1Cl)N1C(OC(=NC1=O)C1=C(C=CC=C1F)F)=O (3-(3,4-dichlorophenyl)-6-(2,6-difluorophenyl)-3,4-dihydro-2H-1,3,5-oxadiazin-2,4-dione). Conditions: temperature 120 celsius. Starting materials: FC1=C(C(=O)N=C=O)C(=CC=C1)F (2,6-difluorobenzoyl isocyanate), ClC=1C=C(C=CC1Cl)N=C=O (3,4-dichlorophenyl isocyanate). Procedure: A mixture of freshly prepared 2,6-difluorobenzoyl isocyanate (1.85 g) and 3,4-dichlorophenyl isocyanate (1.89 g) is heated at 120° C. for a period of 16 hours, and then cooled. Recrystallisation of the solid which was obtained from ethyl acetate yielded 3-(3,4-dichlorophenyl)-6-(2,6-difluorophenyl)-3,4-dihydro-2H-1,3,5-oxadiazin-2,4-dione, white crystals, m.p. 196°-197° C. Reaction SMILES: [F:1][C:2]1[CH:12]=[CH:11][CH:10]=[C:9]([F:13])[C:3]=1[C:4]([N:6]=[C:7]=[O:8])=[O:5].[Cl:14][C:15]1[CH:16]=[C:17]([N:22]=[C:23]=[O:24])[CH:18]=[CH:19][C:20]=1[Cl:21]>>[Cl:14][C:15]1[CH:16]=[C:17]([N:22]2[C:7](=[O:8])[N:6]=[C:4]([C:3]3[C:2]([F:1])=[CH:12][CH:11]=[CH:10][C:9]=3[F:13])[O:5][C:23]2=[O:24])[CH:18]=[CH:19][C:20]=1[Cl:21].